From a dataset of the Open Reaction Database (ORD), a public repository of structured organic reaction records. describe an organic reaction: reactants, conditions, products, and yield Starting materials: CC(=O)O, Oc1cccc(C(F)(F)F)c1, O=[N+]([O-])O. Yields the product O=[N+]([O-])c1ccc(C(F)(F)F)cc1O. Reaction SMILES: [C:16]([OH:17])(=[O:18])[CH3:19].[F:1][C:2]([c:3]1[cH:4][c:5]([OH:9])[cH:6][cH:7][cH:8]1)([F:10])[F:11].[OH:12][N+:13]([O-:14])=[O:15]>>[F:1][C:2]([c:3]1[cH:4][c:5]([OH:9])[c:6]([N+:13](=[O:12])[O-:14])[cH:7][cH:8]1)([F:10])[F:11]. Reactants: CC(=O)OC(C)=O, O=S(=O)(c1ccccc1)N1CCc2ccccc21. Yields the product CC(=O)c1ccc2c(c1)CCN2S(=O)(=O)c1ccccc1. Reaction SMILES: [CH3:1][C:2]([O:3][C:5]([CH3:6])=[O:7])=[O:4].[c:8]1([S:14](=[O:15])(=[O:16])[N:17]2[CH2:18][CH2:19][c:20]3[cH:21][cH:22][cH:23][cH:24][c:25]32)[cH:9][cH:10][cH:11][cH:12][cH:13]1>>[C:5]([CH3:6])(=[O:7])[c:22]1[cH:21][c:20]2[c:25]([cH:24][cH:23]1)[N:17]([S:14]([c:8]1[cH:9][cH:10][cH:11][cH:12][cH:13]1)(=[O:15])=[O:16])[CH2:18][CH2:19]2. Reactants: FC1=C(C(=C(C(=C1F)F)F)F)OC(=O)[C@@H]1OC(=C[C@@H]([C@H]1NC(C)=O)NC(=O)OC(C)(C)C)C(=O)OC(C1=CC=CC=C1)C1=CC=CC=C1 ((2R,3R,4S)-3-acetylamino-4-(tert-butoxycarbonylamino)-3,4-dihydro-2H-pyran-2,6-dicarboxylic acid 6-benzhydryl ester 2-(2,3,4,5,6-pentafluoro-phenyl) ester), CNCCC (N-methyl-propylamine). Run at temperature 23 celsius, time 4 hour. The product is C(C1=CC=CC=C1)(C1=CC=CC=C1)OC(=O)C=1O[C@H]([C@@H]([C@H](C1)NC(=O)OC(C)(C)C)NC(C)=O)C(N(CCC)C)=O ((4S,5R,6R)-5-Acetylamino-4-(tert-butoxycarbonylamino)-6-(methylpropylcarbamoyl)-5,6-dihydro-4H-pyran-2-carboxylic acid benzhydryl ester). As a reaction SMILES: FC1C(F)=C(F)C(F)=C(F)C=1[O:12][C:13]([C@H:15]1[C@H:20]([NH:21][C:22](=[O:24])[CH3:23])[C@@H:19]([NH:25][C:26]([O:28][C:29]([CH3:32])([CH3:31])[CH3:30])=[O:27])[CH:18]=[C:17]([C:33]([O:35][CH:36]([C:43]2[CH:48]=[CH:47][CH:46]=[CH:45][CH:44]=2)[C:37]2[CH:42]=[CH:41][CH:40]=[CH:39][CH:38]=2)=[O:34])[O:16]1)=O.[CH3:49][NH:50][CH2:51][CH2:52][CH3:53]>>[CH:36]([O:35][C:33]([C:17]1[O:16][C@@H:15]([C:13](=[O:12])[N:50]([CH3:49])[CH2:51][CH2:52][CH3:53])[C@H:20]([NH:21][C:22](=[O:24])[CH3:23])[C@@H:19]([NH:25][C:26]([O:28][C:29]([CH3:31])([CH3:30])[CH3:32])=[O:27])[CH:18]=1)=[O:34])([C:37]1[CH:42]=[CH:41][CH:40]=[CH:39][CH:38]=1)[C:43]1[CH:44]=[CH:45][CH:46]=[CH:47][CH:48]=1. Procedure: To (2R,3R,4S)-3-acetylamino-4-(tert-butoxycarbonylamino)-3,4-dihydro-2H-pyran-2,6-dicarboxylic acid 6-benzhydryl ester 2-(2,3,4,5,6-pentafluoro-phenyl) ester (1.18 g) in dry tetrahydroduran (13 ml) was added N-methyl-propylamine (0.152 g) and the reaction was stirred at 23° C. for 4 hours. The solvent was removed in vacuo and the residue was chromatographed over silica (Merck 9385, 150 g) using medium pressure (~4 psi) and ethyl acetate as the eluant. The required fractions were combined and the... Reactants: ClCC(=O)N1C2=C(NC(C3=C1C=CC=C3)=O)C=CC=N2 (11-chloroacetyl-5,11-dihydro-6H-pyrido[2,3-b][1,4]benzodiazepin-6-one), C([O-])([O-])=O.[Na+].[Na+] (sodium carbonate), C12(CC3CC(CC(C1)C3)C2)C2N(CCNC2)C (1-adamantyl-methyl-piperazine), C(C)O (ethanol). The product is C12(CC3CC(CC(C1)C3)C2)CN2CCN(CC2)CC(=O)N2C3=C(NC(C1=C2C=CC=C1)=O)C=CC=N3 (11-{[4-(1-Adamantyl-methyl)-1-piperazinyl]acetyl}-5,11-dihydro-6-H-pyrido[2,3-b][1,4]benzodiazepin-6-one). As a reaction SMILES: Cl[CH2:2][C:3]([N:5]1[C:11]2[CH:12]=[CH:13][CH:14]=[CH:15][C:10]=2[C:9](=[O:16])[NH:8][C:7]2[CH:17]=[CH:18][CH:19]=[N:20][C:6]1=2)=[O:4].C(=O)([O-])[O-].[Na+].[Na+].[C:27]12([CH:37]3C[NH:41][CH2:40][CH2:39][N:38]3C)[CH2:36][CH:31]3[CH2:32][CH:33]([CH2:35][CH:29]([CH2:30]3)[CH2:28]1)[CH2:34]2.[CH2:44](O)[CH3:45]>>[C:27]12([CH2:37][N:38]3[CH2:45][CH2:44][N:41]([CH2:2][C:3]([N:5]4[C:11]5[CH:12]=[CH:13][CH:14]=[CH:15][C:10]=5[C:9](=[O:16])[NH:8][C:7]5[CH:17]=[CH:18][CH:19]=[N:20][C:6]4=5)=[O:4])[CH2:40][CH2:39]3)[CH2:36][CH:31]3[CH2:32][CH:33]([CH2:35][CH:29]([CH2:30]3)[CH2:28]1)[CH2:34]2 |f:1.2.3|. Procedure: 4.4 gm of 11-chloroacetyl-5,11-dihydro-6H-pyrido[2,3-b][1,4]benzodiazepin-6-one, 1.8 gm of sodium carbonate and 3.75 gm of 1-(1-adamantyl-methyl-piperazine were reacted in 80 ml of absolute ethanol and worked up in analogy to Example 1. After recrystallization from a mixture of n-propanol and dimethylformamide; M.p.: 284°-287° C. (decomposition). Starting materials: C(CCCCCCCCCCCCCCCCCCC)O (n-eicosanol), [N+](=O)([O-])C1=CC=C(C=C1)N=C=O (p-nitrophenyl isocyanate). The solvent is C1(=CC=CC=C1)C (toluene). Run at time 10 minute. Yields the product [N+](=O)([O-])C1=CC=C(C=C1)NC(OCCCCCCCCCCCCCCCCCCCC)=O (n-eicosyl p-nitrophenylcarbamate). The yield is 95.8%. As a reaction SMILES: [CH2:1]([OH:21])[CH2:2][CH2:3][CH2:4][CH2:5][CH2:6][CH2:7][CH2:8][CH2:9][CH2:10][CH2:11][CH2:12][CH2:13][CH2:14][CH2:15][CH2:16][CH2:17][CH2:18][CH2:19][CH3:20].[N+:22]([C:25]1[CH:30]=[CH:29][C:28]([N:31]=[C:32]=[O:33])=[CH:27][CH:26]=1)([O-:24])=[O:23]>C1(C)C=CC=CC=1>[N+:22]([C:25]1[CH:26]=[CH:27][C:28]([NH:31][C:32](=[O:33])[O:21][CH2:1][CH2:2][CH2:3][CH2:4][CH2:5][CH2:6][CH2:7][CH2:8][CH2:9][CH2:10][CH2:11][CH2:12][CH2:13][CH2:14][CH2:15][CH2:16][CH2:17][CH2:18][CH2:19][CH3:20])=[CH:29][CH:30]=1)([O-:24])=[O:23]. Procedure: In a three necked flask equipped with a dropping funnel, a thermometer and a reflux condenser, n-eicosanol (182 g) was dissolved in toluene (1250 ml) in a nitrogen atmosphere. To the solution, p-nitrophenyl isocyanate (100 g) was gradually added, and the mixture was stirred at room temperature for 10 minutes and then heat-refluxed for 30 minutes. When the reaction liquid was cooled to room temperature, crystals precipitated. The crystals were collected by filtering and washed with toluene. n-eic... Reactants: COc1cc([N+](=O)[O-])c(Br)nc1Br, C[O-], CO, [Na+], O. Yields the product COc1cc([N+](=O)[O-])c(Br)nc1OC. RXN SMILES: [Br:1][c:2]1[n:3][c:4]([Br:13])[c:5]([N+:10](=[O:11])[O-:12])[cH:6][c:7]1[O:8][CH3:9].[CH3:14][O-:15].[CH3:18][OH:19].[Na+:16].[OH2:17]>>[c:2]1([O:15][CH3:14])[n:3][c:4]([Br:13])[c:5]([N+:10](=[O:11])[O-:12])[cH:6][c:7]1[O:8][CH3:9].